Dataset: the Open Reaction Database (ORD), a public repository of structured organic reaction records. Task: describe an organic reaction: reactants, conditions, products, and yield Starting materials: [OH-].[Na+] (sodium hydroxide), CN1N=CC=C1C=1C=C(C=CC1OCC(C)([N+](=O)[O-])C)NC(C)=O (N-(3-(2-methyl-2H-pyrazol-3-yl)-4-(2-methyl-2-nitropropoxy)phenyl)acetamide). Run in O (water), CO (methanol). Run at temperature 140 celsius. Product: CN1N=CC=C1C=1C=C(N)C=CC1OCC(C)([N+](=O)[O-])C (3-(2-methyl-2H-pyrazol-3-yl)-4-(2-methyl-2-nitropropoxy)aniline). The yield is 72.4%. As a reaction SMILES: [OH-].[Na+].[CH3:3][N:4]1[C:8]([C:9]2[CH:10]=[C:11]([NH:23]C(=O)C)[CH:12]=[CH:13][C:14]=2[O:15][CH2:16][C:17]([CH3:22])([N+:19]([O-:21])=[O:20])[CH3:18])=[CH:7][CH:6]=[N:5]1>O.CO>[CH3:3][N:4]1[C:8]([C:9]2[CH:10]=[C:11]([CH:12]=[CH:13][C:14]=2[O:15][CH2:16][C:17]([CH3:22])([N+:19]([O-:21])=[O:20])[CH3:18])[NH2:23])=[CH:7][CH:6]=[N:5]1 |f:0.1|. Reported procedure: A solution of sodium hydroxide (70 mg, 1.74 mmol) in water (0.15 mL) was added to a suspension of N-(3-(2-methyl-2H-pyrazol-3-yl)-4-(2-methyl-2-nitropropoxy)phenyl)acetamide (84 mg, 0.29 mmol) in methanol (1 mL) and the mixture was stirred at 140° C. in a screw capped vial for 90 min. The mixture was allowed to cool to room temperature, and the solvent was removed under reduced pressure. The residue was partitioned between dichloromethane and water, the organic layer was dried with sodium sulfat... Starting materials: CC(=O)O, CC(=O)OC(C)=O, COc1cc(OC)ncn1, O=C1CCC(=O)N1Br, O. Product: COc1ncnc(OC)c1Br. As a reaction SMILES: [C:27]([OH:28])(=[O:29])[CH3:30].[CH3:11][C:12]([O:13][C:14]([CH3:15])=[O:16])=[O:17].[CH3:1][O:2][c:3]1[n:4][cH:5][n:6][c:7]([O:9][CH3:10])[cH:8]1.[O:18]=[C:19]1[N:20]([Br:25])[C:21](=[O:22])[CH2:23][CH2:24]1.[OH2:26]>>[CH3:1][O:2][c:3]1[n:4][cH:5][n:6][c:7]([O:9][CH3:10])[c:8]1[Br:25]. Product: O1CCOC12CCN(CC2)C2=C(C=C(C=O)C=C2)F (4-(1,4-Dioxa-8-aza-spiro[4.5]dec-8-yl)-3-fluoro-benzaldehyde). RXN SMILES: [O:1]1[C:5]2([CH2:10][CH2:9][NH:8][CH2:7][CH2:6]2)[O:4][CH2:3][CH2:2]1.[F:11][C:12]1[CH:13]=[C:14]([CH:17]=[CH:18][C:19]=1F)[CH:15]=[O:16]>>[O:1]1[C:5]2([CH2:10][CH2:9][N:8]([C:19]3[CH:18]=[CH:17][C:14]([CH:15]=[O:16])=[CH:13][C:12]=3[F:11])[CH2:7][CH2:6]2)[O:4][CH2:3][CH2:2]1. Reported procedure: The title compound was prepared from 1,4 dioxa-8-azaspiro[4.5]decane and 3,4-difluorobenzaldehyde according to the procedure of Example 56 as an orange oil; 1H NMR (300 MHz, CDCl3) δ 1.88 (t, J=5.7 Hz, 4H), 3.35 (t, J=5.8 Hz, 4H), 4.01 (s, 4H), 6.96 (t, J=7.8 Hz, 1H), 7.47-7.49 (m, 1H), 7.53-7.58 (m, 1H), 9.81 (s, 1H); MS (ES) m/z: 265.8 (MH+). Reactants: O1CCOC12CCNCC2 (1,4 dioxa-8-azaspiro[4.5]decane), FC=1C=C(C=O)C=CC1F (3,4-difluorobenzaldehyde).